This data is from the Open Reaction Database (ORD), a public repository of structured organic reaction records. The task is: describe an organic reaction: reactants, conditions, products, and yield The solvent is C(C)N(CC)CC (triethylamine). The reagents and catalysts are Cl[Pd]([P](C1=CC=CC=C1)(C2=CC=CC=C2)C3=CC=CC=C3)([P](C4=CC=CC=C4)(C5=CC=CC=C5)C6=CC=CC=C6)Cl (Bis(triphenylphosphine)palladium(II) chloride). As a reaction SMILES: Br[C:2]1[CH:10]=[C:9]2[C:5]([CH:6]=[CH:7][NH:8]2)=[CH:4][CH:3]=1.C1C2NC3C(=CC=CC=3)SC=2C=CC=1.[C:25]1([C:31]#[CH:32])[CH:30]=[CH:29][CH:28]=[CH:27][CH:26]=1>C(N(CC)CC)C.Cl[Pd](Cl)([P](C1C=CC=CC=1)(C1C=CC=CC=1)C1C=CC=CC=1)[P](C1C=CC=CC=1)(C1C=CC=CC=1)C1C=CC=CC=1>[C:25]1([C:31]#[C:32][C:2]2[CH:10]=[C:9]3[C:5]([CH:6]=[CH:7][NH:8]3)=[CH:4][CH:3]=2)[CH:30]=[CH:29][CH:28]=[CH:27][CH:26]=1 |^1:42,61|. The yield is 59.9%. Starting materials: C1=CC=CC=2SC3=CC=CC=C3NC12 (phenothiazine), BrC1=CC=C2C=CNC2=C1 (6-Bromoindole), C1(=CC=CC=C1)C#C (Phenylacetylene). Procedure: 6-Bromoindole (3.84 g, 19.6 mmol) was dissolved in triethylamine (40 ml.). A catalytic amount of phenothiazine was added, and the solution was degassed by bubbling argon through it. Phenylacetylene (8.60 mL, 78.3 mmol) was added via syringe. Bis(triphenylphosphine)palladium(II) chloride (0.69 g, 0.98 mmol) was added, and the reaction mixture was heated at 75°-85° C. for 5 hours. The reaction mixture was cooled to ambient temperature and filtered. The filtrate was concentrated in vacuo. The crude... Yields the product C1(=CC=CC=C1)C#CC1=CC=C2C=CNC2=C1 (6-phenylethynylindole). The reactants are C1(=CC=CC=C1)[Li] (phenyl lithium), C(#N)C12CCN(CC1C1CN(C2C=C1C#N)C)C (7,11-dicyano-4,9-dimethyl-4,9-diazatricyclo[6.2.2.02,7 ]dodec-11-ene), C1CCOC1 (THF), Cl (hydrochloric acid). Run in C1=CC=CC=C1 (benzene), C(=O)=O.CC(=O)C (dry ice acetone). Conditions: time 8 hour. Yields the product C(C1=CC=CC=C1)(=O)C=1C2C3CN(CCC3(C(N(C2)C)C1)C#N)C (11-benzoyl-7-cyano-4,9-dimethyl-4,9-diazatricyclo[6.2.2.02,7 ]dodec-11-ene). Yield: 16.0%. As a reaction SMILES: [C:1]([C:3]12[CH:12]3[CH:13]=[C:14]([C:15]#N)[CH:9]([CH2:10][N:11]3[CH3:17])[CH:8]1[CH2:7][N:6]([CH3:18])[CH2:5][CH2:4]2)#[N:2].[C:19]1([Li])[CH:24]=[CH:23][CH:22]=[CH:21][CH:20]=1.Cl.C1C[O:30]CC1>C(=O)=O.CC(C)=O.C1C=CC=CC=1>[C:15]([C:14]1[CH:9]2[CH2:10][N:11]([CH3:17])[CH:12]([CH:13]=1)[C:3]1([C:1]#[N:2])[CH:8]2[CH2:7][N:6]([CH3:18])[CH2:5][CH2:4]1)(=[O:30])[C:19]1[CH:24]=[CH:23][CH:22]=[CH:21][CH:20]=1 |f:4.5|. Procedure details: A solution of 12.12 g (50 mM) of 7,11-dicyano-4,9-dimethyl-4,9-diazatricyclo[6.2.2.02,7 ]dodec-11-ene in 150 ml of dried THF is cooled in dry ice-acetone and treated with 26 ml of 1.67 molar (43.5 mM) phenyl lithium in benzene over a 15 minute period. The reaction mixture is allowed to stir at room temperature overnight and then treated with 50 ml of 2.5 N hydrochloric acid. The layers are separated and the tetrahydrofuranbenzene layer is extracted with 20 ml of 1 N hydrochloric acid. The combin... Starting materials: N(=NC(=O)N1CCCCC1)C(=O)N1CCCCC1 (1,1′-(azodicarbonyl)dipiperidine), O1CCCC1 (tetrahydrofuran), CC(C(=O)OCCCCCCCCCCCOC(C1=C(C=CC(=C1)CCCCCCOOC1=C(C=C(C=C1)\C=C\C(=O)OC)OC)O)=O)=C ((E)-2-hydroxy-5-[6-[2-methoxy-4-(methoxycarbonylvinyl)phenoxy]oxyhexyl]benzoic acid 11-(2-methylacryloyloxy)undecyl ester), COC(C=CC1=CC(=C(C=C1)OCCCCCCO)OC)=O (4-(6-hydroxyhexyloxy)-3-methoxycinnamic acid methyl ester), C(CCC)P(CCCC)CCCC (tributylphosphine), O1CCCC1 (tetrahydrofuran). The product is CC(C(=O)OCCCCCCCCCCCOC(C1=C(C=CC(=C1)CCCCCCOOC1=C(C=C(C=C1)\C=C\C(=O)OC)OC)CCCCCCOOC(\C=C\C1=CC(=C(C=C1)OCCCC)OC)=O)=O)=C ((E,E)-5-[6-[2-methoxy-4-(methoxycarbonylvinyl)phenoxy]oxyhexyl]-2-[6-[3-(3-methoxy-4-butoxyphenyl)acryloyloxy]oxyhexyl]benzoic acid 11-(2-methylacryloyloxy)undecyl ester). The yield is 62.0%. Reaction SMILES: [CH3:1][C:2](=[CH2:49])[C:3]([O:5][CH2:6][CH2:7][CH2:8][CH2:9][CH2:10][CH2:11][CH2:12][CH2:13][CH2:14][CH2:15][CH2:16][O:17][C:18](=[O:48])[C:19]1[CH:24]=[C:23]([CH2:25][CH2:26][CH2:27][CH2:28][CH2:29][CH2:30][O:31][O:32][C:33]2[CH:38]=[CH:37][C:36](/[CH:39]=[CH:40]/[C:41]([O:43][CH3:44])=[O:42])=[CH:35][C:34]=2[O:45][CH3:46])C=CC=1O)=[O:4].C[O:51][C:52](=[O:71])[CH:53]=[CH:54][C:55]1[CH:60]=[CH:59][C:58]([O:61][CH2:62][CH2:63][CH2:64][CH2:65]CCO)=[C:57]([O:69][CH3:70])[CH:56]=1.C(P([CH2:81][CH2:82][CH2:83][CH3:84])CCCC)CCC.N(C(N1[CH2:102][CH2:101][CH2:100][CH2:99][CH2:98]1)=O)=NC(N1CCCCC1)=O.[O:103]1CCCC1>>[CH3:49][C:2](=[CH2:1])[C:3]([O:5][CH2:6][CH2:7][CH2:8][CH2:9][CH2:10][CH2:11][CH2:12][CH2:13][CH2:14][CH2:15][CH2:16][O:17][C:18](=[O:48])[C:19]1[CH:24]=[C:23]([CH2:25][CH2:26][CH2:27][CH2:28][CH2:29][CH2:30][O:31][O:32][C:33]2[CH:38]=[CH:37][C:36](/[CH:39]=[CH:40]/[C:41]([O:43][CH3:44])=[O:42])=[CH:35][C:34]=2[O:45][CH3:46])[CH:102]=[CH:101][C:100]=1[CH2:99][CH2:98][CH2:84][CH2:83][CH2:82][CH2:81][O:103][O:51][C:52](=[O:71])/[CH:53]=[CH:54]/[C:55]1[CH:60]=[CH:59][C:58]([O:61][CH2:62][CH2:63][CH2:64][CH3:65])=[C:57]([O:69][CH3:70])[CH:56]=1)=[O:4]. Procedure: 0.81 g (1.18 mmol) (E)-2-hydroxy-5-[6-[2-methoxy-4-(methoxycarbonylvinyl)phenoxy]oxyhexyl]benzoic acid 11-(2-methylacryloyloxy)undecyl ester, 0.414 g (1.18 mmol) 4-(6-hydroxyhexyloxy)-3-methoxycinnamic acid methyl ester and 0.31 ml (1.24 mmol) of tributylphosphine were dissolved in 10 ml of tetrahydrofuran to which a mixture of 0.313 g (1.24 mmol) of 1,1′-(azodicarbonyl)dipiperidine and 5 ml tetrahydrofuran was subsequently added in a dropwise fashion over a period of 1 hour. The mixture was all... Reactants: CO (MeOH), C(C1=CC=CC=C1)(C1=CC=CC=C1)N1C(=C(C2=CC(=CC=C12)Cl)CCS(=O)(=O)C1=CC=C(C(=O)OC)C=C1)CO (Methyl 4-({2-[1-benzhydryl-5-chloro-2-(hydroxymethyl)-1H-indol-3-yl]ethyl}sulfonyl)benzoate), [OH-].[Na+] (NaOH). Solvent: C1CCOC1 (THF), C1CCOC1 (THF). Conditions: time 8 hour. The product is C(C1=CC=CC=C1)(C1=CC=CC=C1)N1C(=C(C2=CC(=CC=C12)Cl)CCS(=O)(=O)C1=CC=C(C(=O)O)C=C1)CO (4-({2-[1-benzhydryl-5-chloro-2-(hydroxymethyl)-1H-indol-3-yl]ethyl}sulfonyl)benzoic acid). The yield is 76.0%. As a reaction SMILES: [CH:1]([N:14]1[C:22]2[C:17](=[CH:18][C:19]([Cl:23])=[CH:20][CH:21]=2)[C:16]([CH2:24][CH2:25][S:26]([C:29]2[CH:38]=[CH:37][C:32]([C:33]([O:35]C)=[O:34])=[CH:31][CH:30]=2)(=[O:28])=[O:27])=[C:15]1[CH2:39][OH:40])([C:8]1[CH:13]=[CH:12][CH:11]=[CH:10][CH:9]=1)[C:2]1[CH:7]=[CH:6][CH:5]=[CH:4][CH:3]=1.CO.[OH-].[Na+]>C1COCC1>[CH:1]([N:14]1[C:22]2[C:17](=[CH:18][C:19]([Cl:23])=[CH:20][CH:21]=2)[C:16]([CH2:24][CH2:25][S:26]([C:29]2[CH:30]=[CH:31][C:32]([C:33]([OH:35])=[O:34])=[CH:37][CH:38]=2)(=[O:28])=[O:27])=[C:15]1[CH2:39][OH:40])([C:2]1[CH:3]=[CH:4][CH:5]=[CH:6][CH:7]=1)[C:8]1[CH:9]=[CH:10][CH:11]=[CH:12][CH:13]=1 |f:2.3|. Procedure details: Methyl 4-({2-[1-benzhydryl-5-chloro-2-(hydroxymethyl)-1H-indol-3-yl]ethyl}sulfonyl)benzoate (1 eq) was dissolved in THF (0.07M). Then MeOH (2.5× the volume of THF) was added, followed by a 1N NaOH solution (2 eq). The reaction was stirred overnight and the solvent was then removed. The resulting residue was dissolved in water and 1N HCl was added until solution was acidic. The resulting white precipitate was collected by filtration and it was the title compound in 76% yield. m/z (M−1) 557.6 Starting materials: [Mn](=O)(=O)(=O)[O-].[K+] (potassium permanganate), O1C(=CC=C1)C1=NC=C(N=C1)C1=CC=NC=C1 (2-(furan-2-yl)-5-(pyridin-4-yl)pyrazine), [Mn](=O)(=O)(=O)[O-].[K+] (potassium permanganate), C(C)O (ethanol). Reagents/catalysts: [Cl-].C(CCCCCCC)[N+](C)(CCCCCCCC)CCCCCCCC (trioctylmethylammonium chloride). The solvent is O (water), C1=CC=CC=C1 (benzene). Conditions: time 17 hour. The product is N1=CC=C(C=C1)C=1N=CC(=NC1)C(=O)O (5-(Pyridin-4-yl)pyrazine-2-carboxylic acid). As a reaction SMILES: [Mn]([O-])(=O)(=O)=O.[K+].[O:7]1C=CC=[C:8]1[C:12]1[CH:17]=[N:16][C:15]([C:18]2[CH:23]=[CH:22][N:21]=[CH:20][CH:19]=2)=[CH:14][N:13]=1.C([OH:26])C>[Cl-].C([N+](CCCCCCCC)(CCCCCCCC)C)CCCCCCC.O.C1C=CC=CC=1>[N:21]1[CH:22]=[CH:23][C:18]([C:15]2[N:16]=[CH:17][C:12]([C:8]([OH:7])=[O:26])=[N:13][CH:14]=2)=[CH:19][CH:20]=1 |f:0.1,4.5|. Reported procedure: At room temperature, potassium permanganate (700 mg) and trioctylmethylammonium chloride (one drop) were dissolved in a mixed solvent of water (20 ml) and benzene (20 ml). To the resulting solution, 2-(furan-2-yl)-5-(pyridin-4-yl)pyrazine (700 mg) was added in portions, followed by stirring at room temperature for 17 hours. After ethanol was added to the reaction mixture to decompose excess potassium permanganate, the solvent was distilled off. To the residue, water (100 ml) was added and the mi... Starting materials: [OH-].[Na+] (NaOH), C(C)(=O)OCC (Ethyl acetate), [H-].[H-].[H-].[H-].[Li+].[Al+3] (LiAlH4), N(=[N+]=[N-])CC=1C=C2C=NN(C2=CC1)C1OCCCC1 (5-(azidomethyl)-1-(2-tetrahydropyranyl)indazole), N(=[N+]=[N-])CC=1C=C2C=NN(C2=CC1)C1OCCCC1 (5-(azidomethyl)-1-(2-tetrahydropyranyl)indazole). The solvent is C1CCOC1 (THF), C1CCOC1 (THF). Run at temperature 0 celsius, time 10 minute. Yields the product NCC=1C=C2C=NN(C2=CC1)C1OCCCC1 (5-(aminomethyl)-1-(2-tetrahydropyranyl)indazole). Yield: 91.6%. As a reaction SMILES: [H-].[H-].[H-].[H-].[Li+].[Al+3].[N:7]([CH2:10][C:11]1[CH:12]=[C:13]2[C:17](=[CH:18][CH:19]=1)[N:16]([CH:20]1[CH2:25][CH2:24][CH2:23][CH2:22][O:21]1)[N:15]=[CH:14]2)=[N+]=[N-].[OH-].[Na+].C(OCC)(=O)C>C1COCC1>[NH2:7][CH2:10][C:11]1[CH:12]=[C:13]2[C:17](=[CH:18][CH:19]=1)[N:16]([CH:20]1[CH2:25][CH2:24][CH2:23][CH2:22][O:21]1)[N:15]=[CH:14]2 |f:0.1.2.3.4.5,7.8|. Reported procedure: A solution of LiAlH4 (Aldrich, 10.5 mL, 10.5 mmol, 1.0 M) in THF was added dropwise into a yellow solution of 5-(azidomethyl)-1-(2-tetrahydropyranyl)indazole (compound 94, 2.6 g, 10.1 mmol) in THF (30 mL) at 0° C. The addition time was 10 minutes and gas was released. After stirring at 0° C. for 1 hour, NaOH (1.0M, 1.5 mL) was added. The reaction mixture was allowed to warm to room temperature. Ethyl acetate (100 mL) was added, and the suspension was filtered (Celite). The filter cake was washed... The reactants are CCNCC, O=C(NC1CCCCC1)C(C1CCCCC1)n1c(-c2ccc(Cl)nc2)nc2ccccc21, CN(C)C=O. The product is CCN(CC)c1ccc(-c2nc3ccccc3n2C(C(=O)NC2CCCCC2)C2CCCCC2)cn1. RXN SMILES: [CH2:33]([CH3:34])[NH:35][CH2:36][CH3:37].[Cl:1][c:2]1[cH:3][cH:4][c:5](-[c:8]2[n:9][c:10]3[c:11]([n:12]2[CH:13]([C:14](=[O:15])[NH:16][CH:17]2[CH2:18][CH2:19][CH2:20][CH2:21][CH2:22]2)[CH:23]2[CH2:24][CH2:25][CH2:26][CH2:27][CH2:28]2)[cH:29][cH:30][cH:31][cH:32]3)[cH:6][n:7]1.[O:38]=[CH:39][N:40]([CH3:41])[CH3:42]>>[c:2]1([N:35]([CH2:33][CH3:34])[CH2:36][CH3:37])[cH:3][cH:4][c:5](-[c:8]2[n:9][c:10]3[c:11]([n:12]2[CH:13]([C:14](=[O:15])[NH:16][CH:17]2[CH2:18][CH2:19][CH2:20][CH2:21][CH2:22]2)[CH:23]2[CH2:24][CH2:25][CH2:26][CH2:27][CH2:28]2)[cH:29][cH:30][cH:31][cH:32]3)[cH:6][n:7]1. Product: CCOC(=O)CCC1CCN(c2ccc(C#N)c3ccccc23)CC1. Starting materials: O=C([O-])[O-], CS(C)=O, N#Cc1ccc(F)c2ccccc12, [K+], [K+], CCOC(=O)CCC1CCNCC1, O. RXN SMILES: [C:27](=[O:28])([O-:29])[O-:30].[CH3:33][S:34]([CH3:35])=[O:36].[F:1][c:2]1[cH:3][cH:4][c:5]([C:12]#[N:13])[c:6]2[cH:7][cH:8][cH:9][cH:10][c:11]12.[K+:31].[K+:32].[NH:14]1[CH2:15][CH2:16][CH:17]([CH2:20][CH2:21][C:22](=[O:23])[O:24][CH2:25][CH3:26])[CH2:18][CH2:19]1.[OH2:37]>>[c:2]1([N:14]2[CH2:15][CH2:16][CH:17]([CH2:20][CH2:21][C:22](=[O:23])[O:24][CH2:25][CH3:26])[CH2:18][CH2:19]2)[cH:3][cH:4][c:5]([C:12]#[N:13])[c:6]2[cH:7][cH:8][cH:9][cH:10][c:11]12. Reactants: BrC=1C=CC(=C(C1)C1C(C2CCC(C1=O)C2)=O)CC (3-(5-Bromo-2-ethylphenyl)bicyclo[3.2.1]octane-2,4-dione), N1[C@H](C(=O)O)CCC1 (L-proline), CC=1C=NNC1 (4-methylpyrazole), P(=O)([O-])([O-])[O-].[K+].[K+].[K+] (potassium phosphate). Reagents/catalysts: [Cu]I (copper (I) iodide). Run in CS(=O)C (DMSO). Reaction conditions: temperature 160 celsius. Yields the product C(C)C1=C(C=C(C=C1)N1N=CC(=C1)C)C1C(C2CCC(C1=O)C2)=O (3-[2-ethyl-5-(4-methylpyrazol-1-yl)phenyl]bicyclo-[3.2.1]octane-2,4-dione). RXN SMILES: Br[C:2]1[CH:3]=[CH:4][C:5]([CH2:18][CH3:19])=[C:6]([CH:8]2[C:14](=[O:15])[CH:13]3[CH2:16][CH:10]([CH2:11][CH2:12]3)[C:9]2=[O:17])[CH:7]=1.[CH3:20][C:21]1[CH:22]=[N:23][NH:24][CH:25]=1.P([O-])([O-])([O-])=O.[K+].[K+].[K+].N1CCC[C@H]1C(O)=O>CS(C)=O.[Cu]I>[CH2:18]([C:5]1[CH:4]=[CH:3][C:2]([N:23]2[CH:22]=[C:21]([CH3:20])[CH:25]=[N:24]2)=[CH:7][C:6]=1[CH:8]1[C:14](=[O:15])[CH:13]2[CH2:16][CH:10]([CH2:11][CH2:12]2)[C:9]1=[O:17])[CH3:19] |f:2.3.4.5|. Procedure: 3-(5-Bromo-2-ethylphenyl)bicyclo[3.2.1]octane-2,4-dione (100 mg, 0.31 mmol), 4-methylpyrazole (38 mg, 0.46 mmol), potassium phosphate (264 mg, 1.24 mmol), L-proline (36 mg, 0.31 mmol) and copper (I) iodide (60 mg, 0.31 mmol) are combined in a microwave vial, suspended in DMSO and heated under microwave irradiation at 160° C. for 45 minutes. The mixture is filtered and purified by preparative reverse-phase HPLC to give 3-[2-ethyl-5-(4-methylpyrazol-1-yl)phenyl]bicyclo-[3.2.1]octane-2,4-dione. The reactants are C(C1=CC=CC=C1)OCC1CC(CN(C1)S(=O)(=O)C1=CC2=CC=CC=C2C=C1)CO ((3SR,5RS)-[5-Benzyloxymethyl-1-(naphthalene-2-sulfonyl)-piperidin-3-yl]-methanol), C(C)(=S)O (thioacetic acid). Product: C(C1=CC=CC=C1)OCC1CC(CN(C1)S(=O)(=O)C1=CC2=CC=CC=C2C=C1)CSC(C)=O (thioacetic acid (3SR,5RS)-S-[5-benzyloxymethyl-1-(naphthalene-2-sulfonyl)-piperidin-3-ylmethyl] ester). As a reaction SMILES: [CH2:1]([O:8][CH2:9][CH:10]1[CH2:15][N:14]([S:16]([C:19]2[CH:28]=[CH:27][C:26]3[C:21](=[CH:22][CH:23]=[CH:24][CH:25]=3)[CH:20]=2)(=[O:18])=[O:17])[CH2:13][CH:12]([CH2:29]O)[CH2:11]1)[C:2]1[CH:7]=[CH:6][CH:5]=[CH:4][CH:3]=1.[C:31]([OH:34])(=[S:33])[CH3:32]>>[CH2:1]([O:8][CH2:9][CH:10]1[CH2:15][N:14]([S:16]([C:19]2[CH:28]=[CH:27][C:26]3[C:21](=[CH:22][CH:23]=[CH:24][CH:25]=3)[CH:20]=2)(=[O:17])=[O:18])[CH2:13][CH:12]([CH2:29][S:33][C:31](=[O:34])[CH3:32])[CH2:11]1)[C:2]1[CH:3]=[CH:4][CH:5]=[CH:6][CH:7]=1. Procedure: (3SR,5RS)-[5-Benzyloxymethyl-1-(naphthalene-2-sulfonyl)-piperidin-3-yl]-methanol (1.35 g) was reacted with thioacetic acid (see Mitsunobu reaction described in Example 17) to obtain thioacetic acid (3SR,5RS)-S-[5-benzyloxymethyl-1-(naphthalene-2-sulfonyl)-piperidin-3-ylmethyl] ester (0.92 g) as a syrup, MS: 484 (MH+).